This data is from the Open Reaction Database (ORD), a public repository of structured organic reaction records. The task is: describe an organic reaction: reactants, conditions, products, and yield Starting materials: NC1=NC(=C(C(=N1)S(=O)C)C#N)N1N=CC=C1 (2-amino-4-methanesulfinyl-6-pyrazol-1-yl-pyrimidine-5-carbonitrile), N1=C(C=CC=C1)CCS (2-pyridylethylmercaptan), C1CCC2=NCCCN2CC1 (DBU). Run in COCCOC (DME). Product: NC1=NC(=C(C(=N1)N1N=CC=C1)C#N)SCCC1=NC=CC=C1 (2-Amino-4-pyrazol-1-yl-6-(2-pyridin-2-yl-ethylsulfanyl)-pyrimidine-5-carbonitrile). As a reaction SMILES: [NH2:1][C:2]1[N:7]=[C:6]([S:8]([CH3:10])=O)[C:5]([C:11]#[N:12])=[C:4]([N:13]2[CH:17]=[CH:16][CH:15]=[N:14]2)[N:3]=1.[N:18]1[CH:23]=[CH:22][CH:21]=[CH:20][C:19]=1[CH2:24]CS.C1CCN2C(=NCCC2)CC1>COCCOC>[NH2:1][C:2]1[N:3]=[C:4]([N:13]2[CH:17]=[CH:16][CH:15]=[N:14]2)[C:5]([C:11]#[N:12])=[C:6]([S:8][CH2:10][CH2:24][C:19]2[CH:20]=[CH:21][CH:22]=[CH:23][N:18]=2)[N:7]=1. Reported procedure: From 2-amino-4-methanesulfinyl-6-pyrazol-1-yl-pyrimidine-5-carbonitrile, 2-pyridylethylmercaptan and DBU in DME. ES-MS m/e (%): 324 (M+H+, 100). As a reaction SMILES: [CH2:1]([CH2:2][CH3:3])[Br:4].[CH2:26]1[O:27][CH2:28][CH2:29][CH2:30]1.[Cl:6][SiH:7]1[CH2:8][CH2:9][CH:10]([c:13]2[cH:14][cH:15][c:16](-[c:19]3[cH:20][cH:21][c:22]([F:25])[cH:23][cH:24]3)[cH:17][cH:18]2)[CH2:11][CH2:12]1.[Mg:5]>>[CH2:1]([CH2:2][CH3:3])[SiH:7]1[CH2:8][CH2:9][CH:10]([c:13]2[cH:14][cH:15][c:16](-[c:19]3[cH:20][cH:21][c:22]([F:25])[cH:23][cH:24]3)[cH:17][cH:18]2)[CH2:11][CH2:12]1. The reactants are CCCBr, C1CCOC1, Fc1ccc(-c2ccc(C3CC[SiH](Cl)CC3)cc2)cc1, [Mg]. Product: CCC[SiH]1CCC(c2ccc(-c3ccc(F)cc3)cc2)CC1. Reactants: C(CO)(=O)[O-] (glycolate), CCC(CC)COC(C1=CC=CC=C1)(C2=CC=CC=C2)C(=O)N(C)CC[NH+](C)C.[Cl-] (X-100). Run at time 4 hour. Yields the product C(C=O)(=O)O (glyoxylic acid), C(C(=O)O)(=O)O (oxalic acid). Reaction SMILES: [C:1]([O-:5])(=[O:4])[CH2:2][OH:3].CCC(C[O:12]C(C(N(CC[NH+](C)C)C)=O)(C1C=CC=CC=1)C1C=CC=CC=1)CC.[Cl-]>>[C:1]([OH:5])(=[O:4])[CH:2]=[O:3].[C:2]([OH:12])(=[O:3])[C:1]([OH:5])=[O:4] |f:1.2|. Procedure details: The reaction in Example 16 was repeated using 15.0 g of Hansenula polymorpha transformant GO1 (51 IU glycolate oxidase and 730,000 IU catalase) which had been permeabilized by treatment with 0.1% Triton X-100/1 freeze-thaw. The mixture was stirred at 1250 rpm, which bubbled oxygen through the mixture via the action of the Dispersimax turbine impeller, and at 5° C. under 120 psig of oxygen. After 4.0 h, the yields of glyoxylic acid, oxalic acid, and formic acid were 97.5%, 0%, and 0%, respectivel... Reactants: ClC1=C(C(=CC=C1)SC1=CC=C(C=C1)OC)CC(=O)O (2-chloro-6-(p-methoxyphenylthio)-phenylacetic acid), polyphosphoric acid. The solvent is O (water). Reaction conditions: temperature 110 celsius, time 3 hour. The product is COC1=CC2=C(SC3=C(CC2=O)C(=CC=C3)Cl)C=C1 (2-methoxy-9-chloro-10,11-dihydrodibenzo[b,f]thiepin-11-one). The yield is 81.1%. Reaction SMILES: [Cl:1][C:2]1[CH:7]=[CH:6][CH:5]=[C:4]([S:8][C:9]2[CH:14]=[CH:13][C:12]([O:15][CH3:16])=[CH:11][CH:10]=2)[C:3]=1[CH2:17][C:18]([OH:20])=O>O>[CH3:16][O:15][C:12]1[CH:11]=[CH:10][C:9]2[S:8][C:4]3[CH:5]=[CH:6][CH:7]=[C:2]([Cl:1])[C:3]=3[CH2:17][C:18](=[O:20])[C:14]=2[CH:13]=1. Procedure: The mixture of 30 g of 2-chloro-6-(p-methoxyphenylthio)-phenylacetic acid and 300 g of polyphosphoric acid was stirred at 110° C. for 3 hours. After cooling, to the mixture was added water and the mixture was extracted with chloroform. The extract was washed with 1 N sodium hydroxide solution, saturated sodium chloride solution, dried over anhydrous sodium sulfate and freed of the solvent to afford 22.9 g (81%) of 2-methoxy-9-chloro-10,11-dihydrodibenzo[b,f]thiepin-11-one as reddish crystals hav... Starting materials: O.COC=1C=C2C(C(C(C2=CC1)=O)=O)=O (5-methoxyindan-1,2,3-trione, monohydrate), Cl.NNC(=S)N (thiosemicarbazide hydrochloride). Yields the product COC=1C=C2C(C(C(C2=CC1)=O)=NNC(=S)N)=O (5-methoxy-2-thiosemicarbazono-indan-1,3-dione). Reaction SMILES: O.[CH3:2][O:3][C:4]1[CH:5]=[C:6]2[C:10](=[CH:11][CH:12]=1)[C:9](=[O:13])[C:8](=O)[C:7]2=[O:15].Cl.[NH2:17][NH:18][C:19]([NH2:21])=[S:20]>>[CH3:2][O:3][C:4]1[CH:5]=[C:6]2[C:10](=[CH:11][CH:12]=1)[C:9](=[O:13])[C:8](=[N:17][NH:18][C:19]([NH2:21])=[S:20])[C:7]2=[O:15] |f:0.1,2.3|. Procedure details: 5-methoxyindan-1,2,3-trione, monohydrate, thiosemicarbazide hydrochloride The product is CCCCC1(CC)CN(c2ccccc2)c2cc(OCC(=O)O)ccc2S(=O)(=O)C1. As a reaction SMILES: [C:38]([OH:39])(=[O:40])[CH3:41].[CH3:35][CH2:36][OH:37].[Na+:34].[O:1]=[S:2]1(=[O:32])[CH2:3][C:4]([CH2:26][CH3:27])([CH2:28][CH2:29][CH2:30][CH3:31])[CH2:5][N:6]([c:20]2[cH:21][cH:22][cH:23][cH:24][cH:25]2)[c:7]2[c:8]1[cH:9][cH:10][c:11]([O:13][CH2:14][C:15](=[O:16])[O:17][CH2:18][CH3:19])[cH:12]2.[OH-:33]>>[O:1]=[S:2]1(=[O:32])[CH2:3][C:4]([CH2:26][CH3:27])([CH2:28][CH2:29][CH2:30][CH3:31])[CH2:5][N:6]([c:20]2[cH:21][cH:22][cH:23][cH:24][cH:25]2)[c:7]2[c:8]1[cH:9][cH:10][c:11]([O:13][CH2:14][C:15](=[O:16])[OH:17])[cH:12]2. The reactants are CC(=O)O, CCO, [Na+], CCCCC1(CC)CN(c2ccccc2)c2cc(OCC(=O)OCC)ccc2S(=O)(=O)C1, [OH-].